This data is from the Open Reaction Database (ORD), a public repository of structured organic reaction records. The task is: describe an organic reaction: reactants, conditions, products, and yield Procedure details: To the suspension of 0.71 g of 3′,5′-O-bis(4-chlorobenzoyl)-5-methyl-2′-deoxycytidine in 4 mL of methanol was added 0.7 mL of the solution of sodium hydroxide in methanol (prepared by dissolving 100 mg of sodium hydroxide in 4 mL of methanol), and the mixture was heated at 45° C. for 5 hours with stirring. After cooling, the mixture was neutralized with a solution of hydrogen chloride in methanol, and methanol was evaporated off. After chloroform and water were added to the residue, the layers w... Solvent: CO (methanol), CO (methanol), CO (methanol), CO (methanol). Run at temperature 45 celsius, time 8 hour. Starting materials: Cl (hydrogen chloride), ClC1=CC=C(C(=O)[C@@]2(C[C@@H](O[C@@H]2COC(C2=CC=C(C=C2)Cl)=O)N2C(=O)N=C(N)C(=C2)C)O)C=C1 (3′,5′-O-bis(4-chlorobenzoyl)-5-methyl-2′-deoxycytidine), solution, [OH-].[Na+] (sodium hydroxide). Isolated yield 97.3%. Reaction SMILES: [Cl:1]C1C=CC(C([C@@:8]2([OH:33])[C@@H:12]([CH2:13][O:14]C(=O)C3C=CC(Cl)=CC=3)[O:11][C@@H:10]([N:24]3[CH:31]=[C:30]([CH3:32])[C:28]([NH2:29])=[N:27][C:25]3=[O:26])[CH2:9]2)=O)=CC=1.[OH-].[Na+].Cl>CO>[ClH:1].[CH3:32][C:30]1[C:28]([NH2:29])=[N:27][C:25](=[O:26])[N:24]([CH:31]=1)[C@@H:10]1[O:11][C@H:12]([CH2:13][OH:14])[C@@H:8]([OH:33])[CH2:9]1 |f:1.2,5.6|. The product is Cl.CC=1C(=NC(N([C@H]2C[C@H](O)[C@@H](CO)O2)C1)=O)N (5-methyl-2′-deoxycytidine hydrochloride). The reactants are Cl (HCl), COC(COC1=C(C=C(C(=C1)OC)SCCC1=CNC2=CC=CC=C12)C)=O ({4-[2-(1H-Indol-3-yl)-ethylsulfanyl]-5-methoxy-2-methyl-phenoxy}-acetic acid methyl ester), FC(C1=CC=C(CBr)C=C1)(F)F (4-trifluoromethylbenzyl bromide), [H-].[Na+] (NaH). The solvent is CN(C)C=O (DMF). Reaction conditions: time 0.5 hour. Yields the product COC=1C(=CC(=C(OCC(=O)O)C1)C)SCCC1=CN(C2=CC=CC=C12)CC1=CC=C(C=C1)C(F)(F)F ((5-Methoxy-2-methyl-4-{2-[1-(4-trifluoromethyl-benzyl)-1H-indol-3-yl]-ethylsulfanyl]-phenoxy)-acetic acid). RXN SMILES: C[O:2][C:3](=[O:27])[CH2:4][O:5][C:6]1[CH:11]=[C:10]([O:12][CH3:13])[C:9]([S:14][CH2:15][CH2:16][C:17]2[C:25]3[C:20](=[CH:21][CH:22]=[CH:23][CH:24]=3)[NH:19][CH:18]=2)=[CH:8][C:7]=1[CH3:26].[H-].[Na+].[F:30][C:31]([F:41])([F:40])[C:32]1[CH:39]=[CH:38][C:35]([CH2:36]Br)=[CH:34][CH:33]=1.Cl>CN(C=O)C>[CH3:13][O:12][C:10]1[C:9]([S:14][CH2:15][CH2:16][C:17]2[C:25]3[C:20](=[CH:21][CH:22]=[CH:23][CH:24]=3)[N:19]([CH2:36][C:35]3[CH:34]=[CH:33][C:32]([C:31]([F:30])([F:40])[F:41])=[CH:39][CH:38]=3)[CH:18]=2)=[CH:8][C:7]([CH3:26])=[C:6]([CH:11]=1)[O:5][CH2:4][C:3]([OH:2])=[O:27] |f:1.2|. Reported procedure: The compound 54A (0.300 g, 0.778 mmol) was dissolved in 5 ml DMF. NaH was added and stirred for ½ h. 4-trifluoromethylbenzyl bromide (0.223 g, 0.934 mmol) was added and the reaction was stirred for 1.5 h. 10 ml 2N HCl was added to pH<4. The DMF solution was partitioned between 30 ml water and 30 ml ethyl acetate. The organic solution was washed 2×30 ml water 1×30 ml brine, dried over sodium sulfate, decanted, concentrated and purified by MPLC to give the title product. MS m/z 544 (M+1). Starting materials: C(C)(C)(C)OC(NCC1=CC(=C(C=C1)Cl)N=C=S)=O ((4-Chloro-3-isothiocyanato-benzyl)-carbamic acid tert-butyl ester), ClC=1C=C(C(=CC1N1CC(CC1)CN(C)C)N)N (4-chloro-5-(3-dimethylaminomethyl-pyrrolidin-1-yl)-benzene-1,2-diamine), CC(N=C=NC(C)C)C (DIC). Run in CN(C)C=O (DMF). Run at time 8 hour. Yields the product C(C)(C)(C)OC(NCC1=CC(=C(C=C1)Cl)NC1=NC2=C(N1)C=C(C(=C2)Cl)N2CC(CC2)CN(C)C)=O (N-{4-Chloro-3-[5-chloro-6-(3-dimethylaminomethyl-pyrrolidin-1-yl)-1H-benzimidazol-2-ylamino]-benzyl}-carbamic acid tert-butyl ester). RXN SMILES: [C:1]([O:5][C:6](=[O:19])[NH:7][CH2:8][C:9]1[CH:14]=[CH:13][C:12]([Cl:15])=[C:11]([N:16]=[C:17]=S)[CH:10]=1)([CH3:4])([CH3:3])[CH3:2].[Cl:20][C:21]1[CH:22]=[C:23]([NH2:37])[C:24]([NH2:36])=[CH:25][C:26]=1[N:27]1[CH2:31][CH2:30][CH:29]([CH2:32][N:33]([CH3:35])[CH3:34])[CH2:28]1.CC(C)N=C=NC(C)C>CN(C=O)C>[C:1]([O:5][C:6](=[O:19])[NH:7][CH2:8][C:9]1[CH:14]=[CH:13][C:12]([Cl:15])=[C:11]([NH:16][C:17]2[NH:36][C:24]3[CH:25]=[C:26]([N:27]4[CH2:31][CH2:30][CH:29]([CH2:32][N:33]([CH3:35])[CH3:34])[CH2:28]4)[C:21]([Cl:20])=[CH:22][C:23]=3[N:37]=2)[CH:10]=1)([CH3:4])([CH3:3])[CH3:2]. Procedure details: (4-Chloro-3-isothiocyanato-benzyl)-carbamic acid tert-butyl ester (111 mg, 0.4 mmol) was added to 4-chloro-5-(3-dimethylaminomethyl-pyrrolidin-1-yl)-benzene-1,2-diamine (100 mg, 0.4 mmol) in DMF (3 mL). The mixture was stirred at rt overnight, DIC (62.4 μL, 0.4 mmol) was added and stirring was continued at 80° C. for 3 h. The mixture was concentrated and the crude was purified by chromatography to give the sub-title compound.